From a dataset of the Open Reaction Database (ORD), a public repository of structured organic reaction records. describe an organic reaction: reactants, conditions, products, and yield Reactants: metal oxide, S(=O)(=O)([O-])[O-].[Ce+3].S(=O)(=O)([O-])[O-].S(=O)(=O)([O-])[O-].[Ce+3] (cerium sulfate), S(=O)(=O)([O-])[O-].[NH4+].[NH4+] (ammonium sulfate), [Ce+3] (cerium(III)), S(=O)(=O)([O-])[O-].[NH4+].[NH4+] (ammonium sulfate), [Ce+4] (cerium(IV)), S(=O)(=O)([O-])[O-] (sulfate), [OH-].[NH4+] (amonium hydroxide), [Ce] (cerium), [N+](=O)([O-])[O-] (nitrate), oxide, ( 1 ), S(=O)(=O)([O-])[O-] (sulfate), S(O)(O)(=O)=O (sulfuric acid), S(O)(O)(=O)=O (sulfuric acid), [S] (sulfur), S(=O)(=O)([O-])[O-].[Na+].[Na+] (sodium sulfate), Actinides, S(=O)(=O)([O-])[O-] (sulfate), [Ce] (cerium), [Ce] (cerium), S(=O)(=O)([O-])[O-].[Na+].[Na+] (sodium sulfate), Lanthanides, O=O (oxygen). Reagents/catalysts: [Zr].[Ce] (cerium-zirconium). The product is [N+](=O)([O-])[O-].[Ce+3].[N+](=O)([O-])[O-].[N+](=O)([O-])[O-] (cerium nitrate). RXN SMILES: [S].O=O.[OH-].[NH4+].[N+:6]([O-:9])([O-:8])=[O:7].S([O-])([O-])(=O)=O.[Ce+3:15].S([O-])([O-])(=O)=O.S([O-])([O-])(=O)=O.[Ce+3].[Ce].S([O-])([O-])(=O)=O.S(=O)(=O)(O)O.S([O-])([O-])(=O)=O.[NH4+].[NH4+].S([O-])([O-])(=O)=O.[Na+].[Na+].[Ce+3].[Ce+4]>[Zr].[Ce]>[N+:6]([O-:9])([O-:8])=[O:7].[Ce+3:15].[N+:6]([O-:9])([O-:8])=[O:7].[N+:6]([O-:9])([O-:8])=[O:7] |f:2.3,5.6.7.8.9,13.14.15,16.17.18,21.22,23.24.25.26,^3:0|. Procedure: The invention has been described above with reference to numerous embodiments and specific examples. Many variations will suggest themselves to those skilled in this art in light of the above detailed description. All such obvious variations are within the full intended scope of the appended claims. That being said, it will be understood that preferred embodiments of the present invention include Particularly preferred are: a method of making an acidic mixed metal oxide having the composition de... The reactants are N1C=NC=C1 (imidazole), ClC=1N=C(C2=C(N1)SC(=C2C)C)NCC2=CC=CC=C2 (2-chloro-5,6-dimethyl-4-benzylamino-thieno-[2,3-d]-pyrimidine). Yields the product N1(C=NC=C1)C=1N=C(C2=C(N1)SC(=C2C)C)NCC2=CC=CC=C2 (2-(imidazol-1-yl)-5,6-dimethyl-4-benzylamino-thieno-[2,3-d]-pyrimidine). As a reaction SMILES: [NH:1]1[CH:5]=[CH:4][N:3]=[CH:2]1.Cl[C:7]1[N:8]=[C:9]([NH:18][CH2:19][C:20]2[CH:25]=[CH:24][CH:23]=[CH:22][CH:21]=2)[C:10]2[C:15]([CH3:16])=[C:14]([CH3:17])[S:13][C:11]=2[N:12]=1>>[N:1]1([C:7]2[N:8]=[C:9]([NH:18][CH2:19][C:20]3[CH:25]=[CH:24][CH:23]=[CH:22][CH:21]=3)[C:10]3[C:15]([CH3:16])=[C:14]([CH3:17])[S:13][C:11]=3[N:12]=2)[CH:5]=[CH:4][N:3]=[CH:2]1. Reported procedure: Following the procedure of Example 97, the reaction of imidazole with 2-chloro-5,6-dimethyl-4-benzylamino-thieno-[2,3-d]-pyrimidine gives 2-(imidazol-1-yl)-5,6-dimethyl-4-benzylamino-thieno-[2,3-d]-pyrimidine. Starting materials: O=C1N2C(NC=3C=CC=CC13)=CC(=N2)C(=O)O (4,9-dihydro-9-oxo-pyrazolo[5,1-b]-quinazoline-2-carboxylic acid), FC1=CC=2C(N3C(NC2C=C1)=CC(=N3)C(=O)N)=O (4,9-dihydro-7-fluoro-9-oxo-pyrazolo[5,1-b]quinazoline-2-carboxamide). The reagents and catalysts are N1=CC=CC=C1 (pyridine). Run in S(=O)(Cl)Cl (thionyl chloride). Conditions: time 24 hour. Yields the product O=C1N2C(NC=3C=CC=CC13)=CC(=N2)C(=O)N (4,9-Dihydro-9-oxo-pyrazolo[5,1-b]quinazoline-2-carboxamide). As a reaction SMILES: O=C1C2C=CC=CC=2NC2=CC(C(O)=O)=NN12.F[C:19]1[CH:28]=[CH:27][C:26]2[NH:25][C:24]3=[CH:29][C:30]([C:32]([NH2:34])=[O:33])=[N:31][N:23]3[C:22](=[O:35])[C:21]=2[CH:20]=1>N1C=CC=CC=1.S(Cl)(Cl)=O>[O:35]=[C:22]1[C:21]2[CH:20]=[CH:19][CH:28]=[CH:27][C:26]=2[NH:25][C:24]2=[CH:29][C:30]([C:32]([NH2:34])=[O:33])=[N:31][N:23]12. Procedure: A mixture of 4,9-dihydro-9-oxo-pyrazolo[5,1-b]-quinazoline-2-carboxylic acid (5 g; 0.022 mole), thionyl chloride (250 ml) and four drops of pyridine is stirred at room temperature for 24 hrs. The reaction mixture is evaporated to dryness under reduced pressure in a water bath at 30°-40° C. The residue is treated with cold (0° C.) concentrated ammonium hydroxide solution (200 ml) and allowed to come to room temperature. The product is filtered off, washed with ether and used in the next step with... The reactants are C(C)(=O)NCC1CNCCO1 (2-acetylaminomethylmorpholine), FC1=CC=C(CCl)C=C1 (4-fluorobenzyl chloride), C([O-])([O-])=O.[K+].[K+] (potassium carbonate), [I-].[K+] (potassium iodide). The solvent is C(C)C(=O)C (methyl ethyl ketone). Conditions: time 17 hour. Yields the product C(C)(=O)NCC1CN(CCO1)CC1=CC=C(C=C1)F (2-acetylaminomethyl-4-(4-fluorobenzyl)morpholine). Yield: 78.9%. RXN SMILES: [C:1]([NH:4][CH2:5][CH:6]1[O:11][CH2:10][CH2:9][NH:8][CH2:7]1)(=[O:3])[CH3:2].[F:12][C:13]1[CH:20]=[CH:19][C:16]([CH2:17]Cl)=[CH:15][CH:14]=1.C(=O)([O-])[O-].[K+].[K+].[I-].[K+]>C(C(C)=O)C>[C:1]([NH:4][CH2:5][CH:6]1[O:11][CH2:10][CH2:9][N:8]([CH2:17][C:16]2[CH:19]=[CH:20][C:13]([F:12])=[CH:14][CH:15]=2)[CH2:7]1)(=[O:3])[CH3:2] |f:2.3.4,5.6|. Procedure details: A mixture of 2-acetylaminomethylmorpholine (7.0 g), 4-fluorobenzyl chloride (12 g), potassium carbonate (56 g), potassium iodide (1 g), and methyl ethyl ketone (100 ml) is refluxed with stirring for 17 hours. The reaction mixture is filtered and the filtrate is concentrated under reduced pressure. The residue is diluted with water and extracted with chloroform. The organic layer is separated, washed successively with water and saturated aqueous sodium chloride solution, and dried over magnesium ... The reactants are O1CCC(CC1)CO ((tetrahydro-2H-pyran-4-yl)methanol), [H-].[Na+] (sodium hydride), FC1=CC=C(C=C1)S(=O)(=O)N(C1=NC=C(C=C1)C(C)C)CC(C)C (4-fluoro-N-isobutyl-N-(5-isopropylpyridin-2-yl)benzenesulfonamide). Solvent: CN(C=O)C (N,N-dimethylformamide). Conditions: time 2 hour. The product is C(C(C)C)N(S(=O)(=O)C1=CC=C(C=C1)OCC1CCOCC1)C1=NC=C(C=C1)C(C)C (N-isobutyl-N-(5-isopropylpyridin-2-yl)-4-((tetrahydro-2H-pyran-4-yl)methoxy)benzenesulfonamide). Isolated yield 44.3%. Reaction SMILES: F[C:2]1[CH:7]=[CH:6][C:5]([S:8]([N:11]([CH2:21][CH:22]([CH3:24])[CH3:23])[C:12]2[CH:17]=[CH:16][C:15]([CH:18]([CH3:20])[CH3:19])=[CH:14][N:13]=2)(=[O:10])=[O:9])=[CH:4][CH:3]=1.[O:25]1[CH2:30][CH2:29][CH:28]([CH2:31][OH:32])[CH2:27][CH2:26]1.[H-].[Na+]>CN(C)C=O>[CH2:21]([N:11]([C:12]1[CH:17]=[CH:16][C:15]([CH:18]([CH3:20])[CH3:19])=[CH:14][N:13]=1)[S:8]([C:5]1[CH:6]=[CH:7][C:2]([O:32][CH2:31][CH:28]2[CH2:29][CH2:30][O:25][CH2:26][CH2:27]2)=[CH:3][CH:4]=1)(=[O:10])=[O:9])[CH:22]([CH3:24])[CH3:23] |f:2.3|. Procedure: 4-fluoro-N-isobutyl-N-(5-isopropylpyridin-2-yl)benzenesulfonamide (30 mg, 0.086 mmol) was dissolved in N,N-dimethylformamide (DMF) (3 mL) and to this solution was added (tetrahydro-2H-pyran-4-yl)methanol (12 mg, 0.10 mmol) and sodium hydride (2 mg, 0.10 mmol, 60% wt in mineral oil). The reaction was stirred under nitrogen for 2 hours at room temperature. The reaction was quenched then concentrated in vacuo and the crude product extracted to the organic phase of an aqueous work up between ethyl a... The reactants are C1=CC=CC=2C3=CC=CC=C3C(C12)COC(=O)N[C@@H](CCCCN)C(=O)O (Nα-(9-fluorenylmethoxycarbonyl)-L-lysine), COC1=CC=C(C=C1)S(=O)(=O)Cl (4-methoxybenzenesulfonyl chloride). Product: COC1=CC=C(C=C1)S(=O)(=O)NCCCC[C@H](NC(=O)OCC1C2=CC=CC=C2C=2C=CC=CC12)C(=O)O (Nε-(4-Methoxybenzenesulfonyl)-Nα-(9-fluorenylmethoxycarbonyl)-L-lysine). Isolated yield 61.0%. Reaction SMILES: [CH:1]1[C:13]2[CH:12]([CH2:14][O:15][C:16]([NH:18][C@H:19]([C:25]([OH:27])=[O:26])[CH2:20][CH2:21][CH2:22][CH2:23][NH2:24])=[O:17])[C:11]3[C:6](=[CH:7][CH:8]=[CH:9][CH:10]=3)[C:5]=2[CH:4]=[CH:3][CH:2]=1.[CH3:28][O:29][C:30]1[CH:35]=[CH:34][C:33]([S:36](Cl)(=[O:38])=[O:37])=[CH:32][CH:31]=1>>[CH3:28][O:29][C:30]1[CH:31]=[CH:32][C:33]([S:36]([NH:24][CH2:23][CH2:22][CH2:21][CH2:20][C@@H:19]([C:25]([OH:27])=[O:26])[NH:18][C:16]([O:15][CH2:14][CH:12]2[C:11]3[CH:10]=[CH:9][CH:8]=[CH:7][C:6]=3[C:5]3[C:13]2=[CH:1][CH:2]=[CH:3][CH:4]=3)=[O:17])(=[O:38])=[O:37])=[CH:34][CH:35]=1. Procedure details: Nα-(9-fluorenylmethoxycarbonyl)-L-lysine was reacted with 4-methoxybenzenesulfonyl chloride under the conditions used in example 2 giving 61% of the title compound. Starting materials: CC(CC=1N=C(N(C1)C(C1=CC=CC=C1)(C1=CC=CC=C1)C1=CC=CC=C1)CCC1=CC(=C(C=C1)C1=NC=CC=C1)OC)(CC)C (2-(4-{2-[4-(2,2-Dimethylbutyl)-1-trityl-1H-imidazol-2-yl]ethyl}-2-methoxyphenyl)pyridine). Run in Br (HBr), C(C)(=O)O (acetic acid). Yields the product CC(CC=1N=C(NC1)CCC1=CC(=C(C=C1)C1=NC=CC=C1)O)(CC)C (2-(4-{2-[4-(2,2-Dimethylbutyl)-1H-imidazol-2-yl]ethyl}-2-hydroxyphenyl)pyridine). As a reaction SMILES: [CH3:1][C:2]([CH3:46])([CH2:44][CH3:45])[CH2:3][C:4]1[N:5]=[C:6]([CH2:28][CH2:29][C:30]2[CH:35]=[CH:34][C:33]([C:36]3[CH:41]=[CH:40][CH:39]=[CH:38][N:37]=3)=[C:32]([O:42]C)[CH:31]=2)[N:7](C(C2C=CC=CC=2)(C2C=CC=CC=2)C2C=CC=CC=2)[CH:8]=1>Br.C(O)(=O)C>[CH3:1][C:2]([CH3:46])([CH2:44][CH3:45])[CH2:3][C:4]1[N:5]=[C:6]([CH2:28][CH2:29][C:30]2[CH:35]=[CH:34][C:33]([C:36]3[CH:41]=[CH:40][CH:39]=[CH:38][N:37]=3)=[C:32]([OH:42])[CH:31]=2)[NH:7][CH:8]=1. Reported procedure: A solution of 2-(4-{2-[4-(2,2-Dimethylbutyl)-1-trityl-1H-imidazol-2-yl]ethyl}-2-methoxyphenyl)pyridine (110 mg, 0.19 mmol) in 30% HBr in acetic acid (5 mL) was heated at reflux in a sealed tube for 6 hours. Upon cooling, the volatiles were removed, and the resulting residue was purified by flash column chromatography on silica gel eluting with 0-5% methanol/ammonium hydroxide mixture in methylene chloride to give the title compound, which was converted to the HCl salt with 1M HCl in diethyl ethe...